Dataset: the Open Reaction Database (ORD), a public repository of structured organic reaction records. Task: describe an organic reaction: reactants, conditions, products, and yield The reactants are ClC1=CC=C(CN2C(=CC3=CC=CC=C23)C(=O)N2CCC(CC2)C(=O)O)C=C1 (1-(1-(4-chlorobenzyl)-1H-indole-2-carbonyl)piperidine-4-carboxylic acid), Cl.C(C)N=C=NCCCN(C)C (N1-((ethylimino)methylene)-N3,N3-dimethylpropane-1,3-diamine hydrochloride), N1(N=NC2=C1C=CC=C2)O (1H-benzo[d][1,2,3]triazol-1-ol), ClC1=CC=C(C=C1)CCN (2-(4-chlorophenyl)ethanamine), C(C)N(C(C)C)C(C)C (N-ethyl-N-isopropylpropan-2-amine). Run in O (water), C(C)(=O)OCC (ethyl acetate), C(Cl)Cl (DCM). Run at time 8 hour. Product: ClC1=CC=C(CN2C(=CC3=CC=CC=C23)C(=O)N2CCC(CC2)C(=O)NCCC2=CC=C(C=C2)Cl)C=C1 (1-(1-(4-chlorobenzyl)-1H-indole-2-carbonyl)-N-(4-chlorophenethyl)piperidine-4-carboxamide). RXN SMILES: [Cl:1][C:2]1[CH:28]=[CH:27][C:5]([CH2:6][N:7]2[C:15]3[C:10](=[CH:11][CH:12]=[CH:13][CH:14]=3)[CH:9]=[C:8]2[C:16]([N:18]2[CH2:23][CH2:22][CH:21]([C:24](O)=[O:25])[CH2:20][CH2:19]2)=[O:17])=[CH:4][CH:3]=1.Cl.C(N=C=NCCCN(C)C)C.N1(O)C2C=CC=CC=2N=N1.[Cl:51][C:52]1[CH:57]=[CH:56][C:55]([CH2:58][CH2:59][NH2:60])=[CH:54][CH:53]=1.C(N(C(C)C)C(C)C)C>C(Cl)Cl.O.C(OCC)(=O)C>[Cl:1][C:2]1[CH:28]=[CH:27][C:5]([CH2:6][N:7]2[C:15]3[C:10](=[CH:11][CH:12]=[CH:13][CH:14]=3)[CH:9]=[C:8]2[C:16]([N:18]2[CH2:23][CH2:22][CH:21]([C:24]([NH:60][CH2:59][CH2:58][C:55]3[CH:56]=[CH:57][C:52]([Cl:51])=[CH:53][CH:54]=3)=[O:25])[CH2:20][CH2:19]2)=[O:17])=[CH:4][CH:3]=1 |f:1.2|. Reported procedure: 1-(1-(4-chlorobenzyl)-1H-indole-2-carbonyl)piperidine-4-carboxylic acid (100 mg, 0.252 mmol), N1-((ethylimino)methylene)-N3,N3-dimethylpropane-1,3-diamine hydrochloride (72.5 mg, 0.378 mmol), and 1H-benzo[d][1,2,3]triazol-1-ol (51.1 mg, 0.378 mmol) were dissolved in DCM (Volume: 3.0 mL). The reaction was stirred for 10 minutes before 2-(4-chlorophenyl)ethanamine (0.053 mL, 0.378 mmol) and N-ethyl-N-isopropylpropan-2-amine (0.066 mL, 0.378 mmol). The reaction was stirred overnight at room tempera... Starting materials: C(C)(C)(C)OC(=O)N1CCN(CC1)C1=NC2=CC=CC=C2C(=N1)OC1CC(CC1)O (2-[4-(t-butoxycarbonyl)piperazin-1-yl]-4-[(3-hydroxycyclopentan-1-yl)oxy] quinazoline). Run in FC(C(=O)O)(F)F (Trifluoroacetic acid). Reaction conditions: time 30 minute. The product is OC1CC(CC1)OC1=NC(=NC2=CC=CC=C12)N1CCNCC1 (4-[(3-hydroxycyclopentan-1-yl)oxy]-2-(1-piperazinyl)quinazoline). The yield is 76.3%. RXN SMILES: C(OC([N:8]1[CH2:13][CH2:12][N:11]([C:14]2[N:23]=[C:22]([O:24][CH:25]3[CH2:29][CH2:28][CH:27]([OH:30])[CH2:26]3)[C:21]3[C:16](=[CH:17][CH:18]=[CH:19][CH:20]=3)[N:15]=2)[CH2:10][CH2:9]1)=O)(C)(C)C>FC(F)(F)C(O)=O>[OH:30][CH:27]1[CH2:28][CH2:29][CH:25]([O:24][C:22]2[C:21]3[C:16](=[CH:17][CH:18]=[CH:19][CH:20]=3)[N:15]=[C:14]([N:11]3[CH2:10][CH2:9][NH:8][CH2:13][CH2:12]3)[N:23]=2)[CH2:26]1. Procedure details: Trifluoroacetic acid (10 ml) is added to 2-[4-(t-butoxycarbonyl)piperazin-1-yl]-4-[(3-hydroxycyclopentan-1-yl)oxy] quinazoline (0.95 g), and the mixture is stirred at room temperature for 30 minutes. The reaction mixture is evaporated to dryness under reduced pressure, and the resulting residue is dissolved in ethyl acetate. The solution is washed with aqueous sodium hydrogen carbonate solution and then with water, and dried over anhydrous sodium sulfate, and then is evaporated to dryness under ... Starting materials: ClCCl (dichloromethane), C(C(=O)Cl)(=O)Cl (oxalyl chloride), C(C)(=O)C1=CC(=C(C(=O)O)C=C1)C (4-acetyl-2-methylbenzoic acid). Run in CN(C=O)C (N,N-dimethylformamide). Reaction conditions: time 3 hour. The product is C(C)(=O)C1=CC(=C(CCl)C=C1)C (4-acetyl-2-methylbenzyl chloride). Reaction SMILES: Cl[CH2:2][Cl:3].C(Cl)(=O)C(Cl)=O.[C:10]([C:13]1[CH:21]=[CH:20][C:16](C(O)=O)=[C:15]([CH3:22])[CH:14]=1)(=[O:12])[CH3:11]>CN(C)C=O>[C:10]([C:13]1[CH:21]=[CH:20][C:16]([CH2:2][Cl:3])=[C:15]([CH3:22])[CH:14]=1)(=[O:12])[CH3:11]. Reported procedure: 28 ml of dichloromethane, 4 ml of oxalyl chloride, and a drop of N,N-dimethylformamide were added to 5.0 g of 4-acetyl-2-methylbenzoic acid, and the mixture was stirred for 3 hours at room temperature. After removing the solvent by distilling under reduced pressure, 5.6 g of crude 4-acetyl-2-methylbenzyl chloride was obtained. The reactants are CC1=C(N=C(O1)C1=CC=CC=C1)CCC(=O)C1=CC=C(CC2C(NC(S2)=O)=O)C=C1 (5-[4-(3-(5-Methyl-2-phenyl-4-oxazolyl)propionyl)benzyl]thiazolidine-2,4-dione), [BH4-].[Na+] (NaBH4). Run in C(C)(C)O (isopropanol). Reaction conditions: time 2 hour. The product is C1(=CC=CC=C1)C=1OC(=C(N1)CCC(O)C1=CC=C(CC2C(NC(S2)=O)=O)C=C1)C (5-[4-(3-(2-phenyl-5-methyl-4-oxazolyl)-1-hydroxypropyl)benzyl]thiazolidine-2,4-dione). The yield is 45.5%. RXN SMILES: [CH3:1][C:2]1[O:6][C:5]([C:7]2[CH:12]=[CH:11][CH:10]=[CH:9][CH:8]=2)=[N:4][C:3]=1[CH2:13][CH2:14][C:15]([C:17]1[CH:30]=[CH:29][C:20]([CH2:21][CH:22]2[S:26][C:25](=[O:27])[NH:24][C:23]2=[O:28])=[CH:19][CH:18]=1)=[O:16].[BH4-].[Na+]>C(O)(C)C>[C:7]1([C:5]2[O:6][C:2]([CH3:1])=[C:3]([CH2:13][CH2:14][CH:15]([C:17]3[CH:30]=[CH:29][C:20]([CH2:21][CH:22]4[S:26][C:25](=[O:27])[NH:24][C:23]4=[O:28])=[CH:19][CH:18]=3)[OH:16])[N:4]=2)[CH:12]=[CH:11][CH:10]=[CH:9][CH:8]=1 |f:1.2|. Procedure: The title product of Example 9 (0.70 g) was suspended in 50 ml of isopropanol at room temperature. NaBH4 (0.15 g) was added and the mixture stirred for 2 hours, concentrated in vacuo to low volume, diluted with 50 ml of water and extracted 2×200 mL ethyl acetate. The organic layers were combined, washed with brine, dried (MgSO4), stripped in vacuo and the residue chromatographed using 1:1 ethyl acetate:hexane-1% acetic acid to yield 0.32 g of present title product; mp 50°-55° C.; tlc Rf 0.40 (1:... The reactants are [Li]CCCC, CI, CCCCCC, Fc1cc(F)c(F)cc1F, C1CCOC1. Product: Cc1c(F)c(F)cc(F)c1F. As a reaction SMILES: [CH2:1]([Li:2])[CH2:3][CH2:4][CH3:5].[CH3:16][I:17].[CH3:18][CH2:19][CH2:20][CH2:21][CH2:22][CH3:23].[F:6][c:7]1[c:8]([F:15])[cH:9][c:10]([F:14])[c:11]([F:13])[cH:12]1.[O:24]1[CH2:25][CH2:26][CH2:27][CH2:28]1>>[CH3:1][c:12]1[c:7]([F:6])[c:8]([F:15])[cH:9][c:10]([F:14])[c:11]1[F:13]. The reactants are C1(=CC=CC=C1)S(=O)(=O)N1C(=CC2=C1N=CN=C2Cl)I (7-Benzenesulfonyl-4-chloro-6-iodo-7H-pyrrolo[2,3-d]pyrimidine), C(C)(C)(C)OC(=O)N1CCC(=CC1)B1OC(C(O1)(C)C)(C)C (4-(4,4,5,5-tetramethyl-[1,3,2]dioxaborolan-2-yl)-3,6-dihydro-2H-pyridine-1-carboxylic acid tert-butyl ester), C([O-])([O-])=O.[K+].[K+] (potassium carbonate). Reagents/catalysts: Cl[Pd]([P](C1=CC=CC=C1)(C2=CC=CC=C2)C3=CC=CC=C3)([P](C4=CC=CC=C4)(C5=CC=CC=C5)C6=CC=CC=C6)Cl (dichlorobis(triphenylphosphine)-palladium(II)). Run in O1CCOCC1.O (dioxane water). Run at temperature 90 celsius. Yields the product C(C)(C)(C)OC(=O)N1CCC(=CC1)C1=CC2=C(N=CN=C2Cl)N1S(=O)(=O)C1=CC=CC=C1 (4-(7-Benzenesulfonyl-4-chloro-7H-pyrrolo[2,3-d]pyrimidin-6-yl)-3,6-dihydro-2H-pyridine-1-carboxylic acid tert-butyl ester). As a reaction SMILES: [C:1]1([S:7]([N:10]2[C:14]3[N:15]=[CH:16][N:17]=[C:18]([Cl:19])[C:13]=3[CH:12]=[C:11]2I)(=[O:9])=[O:8])[CH:6]=[CH:5][CH:4]=[CH:3][CH:2]=1.[C:21]([O:25][C:26]([N:28]1[CH2:33][CH:32]=[C:31](B2OC(C)(C)C(C)(C)O2)[CH2:30][CH2:29]1)=[O:27])([CH3:24])([CH3:23])[CH3:22].C(=O)([O-])[O-].[K+].[K+]>O1CCOCC1.O.Cl[Pd](Cl)([P](C1C=CC=CC=1)(C1C=CC=CC=1)C1C=CC=CC=1)[P](C1C=CC=CC=1)(C1C=CC=CC=1)C1C=CC=CC=1>[C:21]([O:25][C:26]([N:28]1[CH2:29][CH:30]=[C:31]([C:11]2[N:10]([S:7]([C:1]3[CH:6]=[CH:5][CH:4]=[CH:3][CH:2]=3)(=[O:9])=[O:8])[C:14]3[N:15]=[CH:16][N:17]=[C:18]([Cl:19])[C:13]=3[CH:12]=2)[CH2:32][CH2:33]1)=[O:27])([CH3:24])([CH3:22])[CH3:23] |f:2.3.4,5.6,^1:58,77|. Reported procedure: 7-Benzenesulfonyl-4-chloro-6-iodo-7H-pyrrolo[2,3-d]pyrimidine (4.05 g, 9.65 mmol), 4-(4,4,5,5-tetramethyl-[1,3,2]dioxaborolan-2-yl)-3,6-dihydro-2H-pyridine-1-carboxylic acid tert-butyl ester (2.985 g, 9.65 mmol), potassium carbonate (2.935 g, 21.25 mmol) and dichlorobis(triphenylphosphine)-palladium(II) (678 mg, 0.96 mmol) were combined in dioxane/water (85 mL:21 mL) and heated to 90° C. for 2 h. After cooling the reaction mixture was extracted with ethyl acetate (3×50 mL), the organic layers we... Starting materials: [O-]CC.[Na+] (sodium ethoxide), C(C)O (ethanol), C(C1=CC=CC=C1)OC(=O)NC1CC(C2=CC=CC=C2C1)=O (3-benzyloxycarbonylamino-1-oxo-1,2,3,4-tetrahydronaphthalene), C(C)O (ethanol), triethyl phosphonoacetate, C(C)O (ethanol). Reaction conditions: time 1 hour. The product is C(C1=CC=CC=C1)OC(=O)NC1CC(C2=CC=CC=C2C1)=CC(=O)OCC (3-Benzyloxycarbonylamino-1-carboethoxymethylene-1,2,3,4-tetrahydronaphthalene). As a reaction SMILES: [O-:1][CH2:2][CH3:3].[Na+].[CH2:5]([O:12][C:13]([NH:15][CH:16]1[CH2:25][C:24]2[C:19](=[CH:20][CH:21]=[CH:22][CH:23]=2)[C:18](=O)[CH2:17]1)=[O:14])[C:6]1[CH:11]=[CH:10][CH:9]=[CH:8][CH:7]=1.[CH2:27]([OH:29])[CH3:28]>>[CH2:5]([O:12][C:13]([NH:15][CH:16]1[CH2:25][C:24]2[C:19](=[CH:20][CH:21]=[CH:22][CH:23]=2)[C:18](=[CH:3][C:2]([O:29][CH2:27][CH3:28])=[O:1])[CH2:17]1)=[O:14])[C:6]1[CH:11]=[CH:10][CH:9]=[CH:8][CH:7]=1 |f:0.1|. Procedure details: To a solution of triethyl phosphonoacetate (0.202 mL) in ethanol (2 mL) stirring at 0° C. under nitrogen was added a solution of sodium ethoxide in ethanol (21% by weight, 0.379 mL). After 1 h, a solution of 3-benzyloxycarbonylamino-1-oxo-1,2,3,4-tetrahydronaphthalene (100 mg) in ethanol (1 mL) was added. Upon completion of addition, the reaction mixture was stirred for 12 h and allowed to warm to room temperature. The reaction mixture was then quenched with 1.0 M aqueous hydrochloric acid solut... Reactants: C(C)OC(=O)[C@H](CCCCCCCCN1C(C=2C(C1=O)=CC=CC2)=O)N[C@H]2COC1=C(N(C2=O)CC(=O)OC(C)(C)C)C=CC=C1 (tert-butyl 3(S)-[1(S)-ethoxycarbonyl-9-phthalimidononyl]amino-4-oxo-2,3,4,5-tetrahydro-1,5-benzoxazepine-5-acetate), O.NN (hydrazine hydrate). Solvent: C(C)O (ethanol). Conditions: time 8 hour. The product is C(C)(C)(C)OC(=O)NCCCCCCCC[C@@H](C(=O)OCC)N[C@H]1COC2=C(N(C1=O)CC(=O)OC(C)(C)C)C=CC=C2 (tert-butyl 3(S)-[9-tert-butoxycarbonylamino-1(S)-ethoxycarbonylnonyl]amino-4-oxo-2,3,4,5-tetrahydro-1,5-benzoxazepine-5-acetate). Isolated yield 159.7%. As a reaction SMILES: [CH2:1]([O:3][C:4]([C@@H:6]([NH:26][C@@H:27]1[C:33](=[O:34])[N:32]([CH2:35][C:36]([O:38][C:39]([CH3:42])([CH3:41])[CH3:40])=[O:37])[C:31]2[CH:43]=[CH:44][CH:45]=[CH:46][C:30]=2[O:29][CH2:28]1)[CH2:7][CH2:8][CH2:9][CH2:10][CH2:11][CH2:12][CH2:13][CH2:14][N:15]1[C:19](=[O:20])C2=CC=CC=C2C1=O)=[O:5])[CH3:2].[OH2:47].NN>C(O)C>[C:39]([O:20][C:19]([NH:15][CH2:14][CH2:13][CH2:12][CH2:11][CH2:10][CH2:9][CH2:8][CH2:7][C@H:6]([NH:26][C@@H:27]1[C:33](=[O:34])[N:32]([CH2:35][C:36]([O:38][C:39]([CH3:41])([CH3:42])[CH3:40])=[O:37])[C:31]2[CH:43]=[CH:44][CH:45]=[CH:46][C:30]=2[O:29][CH2:28]1)[C:4]([O:3][CH2:1][CH3:2])=[O:5])=[O:47])([CH3:42])([CH3:41])[CH3:40] |f:1.2|. Procedure details: A mixture of tert-butyl 3(S)-[1(S)-ethoxycarbonyl-9-phthalimidononyl]amino-4-oxo-2,3,4,5-tetrahydro-1,5-benzoxazepine-5-acetate (0.46 g), hydrazine hydrate (0.18 g) and ethanol (10 ml) is allowed to stand overnight at room temperature. The mixture is concentrated under reduced pressure, diluted with water (50 ml) and extracted with ethyl acetate (50 ml×4). Water (50 ml) and sodium bicarbonate (0.5 g) are added to the organic extract, and to the resulting mixture is added dropwise di-tert-butyl d...